From a dataset of the Open Reaction Database (ORD), a public repository of structured organic reaction records. describe an organic reaction: reactants, conditions, products, and yield Reactants: N[C@H](C(=O)NC1=C(C=C(C=C1)F)N[C@H]1CN(CCC1)CCOC(C(C)(C)C)=O)CC (2,2-dimethylpropionic acid 2-{(R)-3-[2-((S)-2-aminobutyrylamino)-5-fluorophenylamino]piperidin-1-yl}ethyl ester), ClC1=C2N=CN(C2=NC=N1)C1OCCCC1 (6-chloro-9-(tetrahydropyran-2-yl)-9H-purine), CCN(C(C)C)C(C)C (DIPEA). The solvent is C(CCC)O (n-butanol). Reaction conditions: temperature 100 celsius, time 16 hour. Product: FC=1C=CC(=C(C1)N[C@H]1CN(CCC1)CCOC(C(C)(C)C)=O)NC([C@H](CC)NC1=C2N=CN(C2=NC=N1)C1OCCCC1)=O (2,2-Dimethylpropionic acid 2-[(R)-3-(5-fluoro-2-{(S)-2-[9-(tetrahydropyran-2-yl)-9H-purin-6-ylamino]butyrylamino}phenylamino)piperidin-1-yl]ethyl ester). Isolated yield 59.4%. As a reaction SMILES: [NH2:1][C@@H:2]([CH2:29][CH3:30])[C:3]([NH:5][C:6]1[CH:11]=[CH:10][C:9]([F:12])=[CH:8][C:7]=1[NH:13][C@@H:14]1[CH2:19][CH2:18][CH2:17][N:16]([CH2:20][CH2:21][O:22][C:23](=[O:28])[C:24]([CH3:27])([CH3:26])[CH3:25])[CH2:15]1)=[O:4].Cl[C:32]1[N:40]=[CH:39][N:38]=[C:37]2[C:33]=1[N:34]=[CH:35][N:36]2[CH:41]1[CH2:46][CH2:45][CH2:44][CH2:43][O:42]1.CCN(C(C)C)C(C)C>C(O)CCC>[F:12][C:9]1[CH:10]=[CH:11][C:6]([NH:5][C:3](=[O:4])[C@@H:2]([NH:1][C:32]2[N:40]=[CH:39][N:38]=[C:37]3[C:33]=2[N:34]=[CH:35][N:36]3[CH:41]2[CH2:46][CH2:45][CH2:44][CH2:43][O:42]2)[CH2:29][CH3:30])=[C:7]([NH:13][C@@H:14]2[CH2:19][CH2:18][CH2:17][N:16]([CH2:20][CH2:21][O:22][C:23](=[O:28])[C:24]([CH3:25])([CH3:26])[CH3:27])[CH2:15]2)[CH:8]=1. Procedure details: A mixture of 2,2-dimethylpropionic acid 2-{(R)-3-[2-((S)-2-aminobutyrylamino)-5-fluorophenylamino]piperidin-1-yl}ethyl ester (0.588 g, 1.39 mmol), 6-chloro-9-(tetrahydropyran-2-yl)-9H-purine (0.333 g, 1.39 mmol), and DIPEA (0.71 mL, 4.15 mmol) in n-butanol (6 mL) was stirred in a sealed vial at 100° C. for 16 h. After cooling to RT, volatiles were removed in vacuo and the resulting residue purified by column chromatography (Si—PCC, gradient 2-10% 2M NH3/MeOH in DCM) affording the title compound ... Reactants: COC(=O)c1ccc(-c2ccc(F)cc2F)cc1, [Na+], [OH-], O. Product: O=C(O)c1ccc(-c2ccc(F)cc2F)cc1. As a reaction SMILES: [CH3:1][O:2][C:3](=[O:4])[c:5]1[cH:6][cH:7][c:8](-[c:11]2[c:12]([F:18])[cH:13][c:14]([F:17])[cH:15][cH:16]2)[cH:9][cH:10]1.[Na+:20].[OH-:19].[OH2:21]>>[O:2]=[C:3]([OH:4])[c:5]1[cH:6][cH:7][c:8](-[c:11]2[c:12]([F:18])[cH:13][c:14]([F:17])[cH:15][cH:16]2)[cH:9][cH:10]1. Reactants: ClC1=C(C=C(C=C1)C(CC(C(F)(F)F)=O)=O)C (1-(4-chloro-3-methyl-phenyl)-4,4,4-trifluoro-butane-1,3-dione), 4-chloro-3-methyl-acetophenone, NC1=NNC=C1C1=CC=NC=C1 (3-amino-4-(4-pyridinyl)-pyrazole). The product is ClC1=C(C=C(C=C1)C1=NC=2N(C(=C1)C(F)(F)F)N=CC2C2=CC=NC=C2)C (5-(4-Chloro-3-methyl-phenyl)-3-pyridin-4-yl-7-trifluoromethyl-pyrazolo[1,5-a]pyrimidine). The yield is 74.6%. Reaction SMILES: [Cl:1][C:2]1[CH:7]=[CH:6][C:5]([C:8](=O)[CH2:9][C:10](=O)[C:11]([F:14])([F:13])[F:12])=[CH:4][C:3]=1[CH3:17].[NH2:18][C:19]1[C:23]([C:24]2[CH:29]=[CH:28][N:27]=[CH:26][CH:25]=2)=[CH:22][NH:21][N:20]=1>>[Cl:1][C:2]1[CH:7]=[CH:6][C:5]([C:8]2[CH:9]=[C:10]([C:11]([F:14])([F:13])[F:12])[N:20]3[N:21]=[CH:22][C:23]([C:24]4[CH:29]=[CH:28][N:27]=[CH:26][CH:25]=4)=[C:19]3[N:18]=2)=[CH:4][C:3]=1[CH3:17]. Procedure details: Reaction of 1-(4-chloro-3-methyl-phenyl)-4,4,4-trifluoro-butane-1,3-dione (132 mg, 0.5 mmol), prepared from commercially available 4-chloro-3-methyl-acetophenone according to general procedure A, and 3-amino-4-(4-pyridinyl)-pyrazole [CAS No. 216661-87-9; prepared from 4-cyanomethyl-pyridine as described in Bioorg. Med. Chem. Lett. 12 (2002) 3537-3541] (80 mg, 0.5 mmol) according to general procedure B yielded the title compound as a yellow solid (145 mg, 75%). MS (ISP) 389.2 [(M+H)+]; mp 247° C. The reactants are Cc1cccc(Br)n1, O=C([O-])[O-], Cl, CCOC(=O)CC1CCc2cc(OCCCOc3ccc(I)cc3)ccc21, [K+], [Na+], [Na+], CC(=O)[O-], CN(C)C=O. Product: CCOC(=O)CC1CCc2cc(OCCCOc3ccc(-c4cccc(C)n4)cc3)ccc21. RXN SMILES: [Br:33][c:34]1[n:35][c:36]([CH3:40])[cH:37][cH:38][cH:39]1.[C:41](=[O:42])([O-:43])[O-:44].[ClH:52].[I:1][c:2]1[cH:3][cH:4][c:5]([O:6][CH2:7][CH2:8][CH2:9][O:10][c:11]2[cH:12][c:13]3[c:17]([cH:18][cH:19]2)[CH:16]([CH2:20][C:21](=[O:22])[O:23][CH2:24][CH3:25])[CH2:15][CH2:14]3)[cH:26][cH:27]1.[K+:32].[Na+:45].[Na+:46].[O-:28][C:29]([CH3:30])=[O:31].[O:47]=[CH:48][N:49]([CH3:50])[CH3:51]>>[c:2]1(-[c:34]2[n:35][c:36]([CH3:40])[cH:37][cH:38][cH:39]2)[cH:3][cH:4][c:5]([O:6][CH2:7][CH2:8][CH2:9][O:10][c:11]2[cH:12][c:13]3[c:17]([cH:18][cH:19]2)[CH:16]([CH2:20][C:21](=[O:22])[O:23][CH2:24][CH3:25])[CH2:15][CH2:14]3)[cH:26][cH:27]1. Reactants: COc1ccc(N(C)c2nc(Cl)nc3ccccc23)cc1, NCCO. Yields the product COc1ccc(N(C)c2nc(NCCO)nc3ccccc23)cc1. Reaction SMILES: [Cl:1][c:2]1[n:3][c:4]2[cH:5][cH:6][cH:7][cH:8][c:9]2[c:10]([N:12]([CH3:13])[c:14]2[cH:15][cH:16][c:17]([O:20][CH3:21])[cH:18][cH:19]2)[n:11]1.[OH:22][CH2:23][CH2:24][NH2:25]>>[c:2]1([NH:25][CH2:24][CH2:23][OH:22])[n:3][c:4]2[cH:5][cH:6][cH:7][cH:8][c:9]2[c:10]([N:12]([CH3:13])[c:14]2[cH:15][cH:16][c:17]([O:20][CH3:21])[cH:18][cH:19]2)[n:11]1. Reactants: Cc1ccc(N)cc1Br, CC(=O)OC(C)=O, ClCCl. Product: CC(=O)Nc1ccc(C)c(Br)c1. RXN SMILES: [Br:1][c:2]1[cH:3][c:4]([NH2:5])[cH:6][cH:7][c:8]1[CH3:9].[CH3:10][C:11](=[O:12])[O:13][C:14](=[O:15])[CH3:16].[Cl:17][CH2:18][Cl:19]>>[Br:1][c:2]1[cH:3][c:4]([NH:5][C:11]([CH3:10])=[O:12])[cH:6][cH:7][c:8]1[CH3:9].